This data is from the Open Reaction Database (ORD), a public repository of structured organic reaction records. The task is: describe an organic reaction: reactants, conditions, products, and yield The reactants are BrC(Br)(Br)Br, C=CCCCCCCCCCCCO, ClCCl, c1ccc(P(c2ccccc2)c2ccccc2)cc1. Product: C=CCCCCCCCCCCCBr. RXN SMILES: [C:15]([Br:16])([Br:17])([Br:18])[Br:19].[CH2:1]([CH2:2][CH2:3][CH2:4][CH2:5][CH2:6][CH2:7][CH2:8][CH2:9][CH2:10][CH2:11][CH:12]=[CH2:13])[OH:14].[Cl:39][CH2:40][Cl:41].[c:20]1([P:21]([c:22]2[cH:23][cH:24][cH:25][cH:26][cH:27]2)[c:28]2[cH:29][cH:30][cH:31][cH:32][cH:33]2)[cH:34][cH:35][cH:36][cH:37][cH:38]1>>[CH2:1]([CH2:2][CH2:3][CH2:4][CH2:5][CH2:6][CH2:7][CH2:8][CH2:9][CH2:10][CH2:11][CH:12]=[CH2:13])[Br:16]. The reactants are C=CCc1ccccc1S(=O)(=O)NC(C)(C)CC, O=C(O)C(F)(F)F. The product is C=CCc1ccccc1S(N)(=O)=O. Reaction SMILES: [CH2:1]([CH:2]=[CH2:3])[c:4]1[c:5]([S:10](=[O:11])(=[O:12])[NH:13][C:14]([CH3:15])([CH3:16])[CH2:17][CH3:18])[cH:6][cH:7][cH:8][cH:9]1.[OH:19][C:20]([C:21]([F:22])([F:23])[F:24])=[O:25]>>[CH2:1]([CH:2]=[CH2:3])[c:4]1[c:5]([S:10](=[O:11])(=[O:12])[NH2:13])[cH:6][cH:7][cH:8][cH:9]1. The reactants are ClC1=NC(=C2N=CNC2=N1)NC1CCCCC1 ((2-Chloro-9H-purin-6-yl)-cyclohexyl-amine), CC1=NNC(=C1)C (3,5-dimethylpyrazole), C(C)#N (acetonitrile). Solvent: O (Water). Reaction conditions: temperature 200 celsius. Yields the product C1(CCCCC1)NC1=C2N=CNC2=NC(=N1)N1N=C(C=C1C)C (cyclohexyl-[2-(3,5-dimethyl-pyrazol-1-yl)-9H-purin-6-yl]-amine). The yield is 19.4%. As a reaction SMILES: Cl[C:2]1[N:10]=[C:9]2[C:5]([N:6]=[CH:7][NH:8]2)=[C:4]([NH:11][CH:12]2[CH2:17][CH2:16][CH2:15][CH2:14][CH2:13]2)[N:3]=1.[CH3:18][C:19]1[CH:23]=[C:22]([CH3:24])[NH:21][N:20]=1.C(#N)C>O>[CH:12]1([NH:11][C:4]2[N:3]=[C:2]([N:20]3[C:19]([CH3:18])=[CH:23][C:22]([CH3:24])=[N:21]3)[N:10]=[C:9]3[C:5]=2[N:6]=[CH:7][NH:8]3)[CH2:17][CH2:16][CH2:15][CH2:14][CH2:13]1. Procedure details: (2-Chloro-9H-purin-6-yl)-cyclohexyl-amine (1.0 g, 3.47 mmol), 3,5-dimethylpyrazole (834 mg, 8.68 mmol) and acetonitrile (10 mL) were mixed in a sealed vial and heated in a microwave oven at 200° C. for 50 min. Water was added and the precipitate was collected by filtration. The crude product was purified by flash chromatography (dichloromethane/methanol) to give cyclohexyl-[2-(3,5-dimethyl-pyrazol-1-yl)-9H-purin-6-yl]-amine (210 mg, 19%) as a white powder. Starting materials: CCOC(=O)CCc1c(CO[Si](c2ccccc2)(c2ccccc2)C(C)(C)C)nc2c(cnn2CC)c1-c1cncc(C)c1, CCCC[N+](CCCC)(CCCC)CCCC, C1CCOC1, [F-], O. Product: CCOC(=O)CCc1c(CO)nc2c(cnn2CC)c1-c1cncc(C)c1. Reaction SMILES: [C:1]([Si:2]([c:3]1[cH:4][cH:5][cH:33][cH:34][cH:35]1)([O:6][CH2:7][c:8]1[c:9]([CH2:26][CH2:27][C:28](=[O:29])[O:30][CH2:31][CH3:32])[c:10](-[c:19]2[cH:20][n:21][cH:22][c:23]([CH3:25])[cH:24]2)[c:11]2[c:12]([n:13]1)[n:14]([CH2:17][CH3:18])[n:15][cH:16]2)[c:36]1[cH:37][cH:38][cH:39][cH:40][cH:41]1)([CH3:42])([CH3:43])[CH3:44].[CH2:46]([N+:47]([CH2:48][CH2:49][CH2:50][CH3:51])([CH2:52][CH2:53][CH2:54][CH3:55])[CH2:56][CH2:57][CH2:58][CH3:59])[CH2:60][CH2:61][CH3:62].[CH2:63]1[O:64][CH2:65][CH2:66][CH2:67]1.[F-:45].[OH2:68]>>[OH:6][CH2:7][c:8]1[c:9]([CH2:26][CH2:27][C:28](=[O:29])[O:30][CH2:31][CH3:32])[c:10](-[c:19]2[cH:20][n:21][cH:22][c:23]([CH3:25])[cH:24]2)[c:11]2[c:12]([n:13]1)[n:14]([CH2:17][CH3:18])[n:15][cH:16]2.